Dataset: the Open Reaction Database (ORD), a public repository of structured organic reaction records. Task: describe an organic reaction: reactants, conditions, products, and yield Reactants: COc1c(Br)ccc2oc(CO)c(C)c12, CN1CCCC1=O, N#C[Cu]. The product is COc1c(C#N)ccc2oc(CO)c(C)c12. As a reaction SMILES: [Br:1][c:2]1[cH:3][cH:4][c:5]2[c:6]([c:7]([CH3:12])[c:8]([CH2:10][OH:11])[o:9]2)[c:13]1[O:14][CH3:15].[CH3:19][N:20]1[CH2:21][CH2:22][CH2:23][C:24]1=[O:25].[Cu:16][C:17]#[N:18]>>[c:2]1([C:17]#[N:18])[cH:3][cH:4][c:5]2[c:6]([c:7]([CH3:12])[c:8]([CH2:10][OH:11])[o:9]2)[c:13]1[O:14][CH3:15].